Dataset: the Open Reaction Database (ORD), a public repository of structured organic reaction records. Task: describe an organic reaction: reactants, conditions, products, and yield Starting materials: COC(C1=CN=C(C=C1)N1CCS(CC1)(=O)=O)=O (6-(1,1-dioxo-1λ6-thiomorpholin-4-yl)-nicotinic acid methyl ester), [OH-].[K+] (KOH). The solvent is CO (methanol). Run at temperature 70 celsius. The product is O=S1(CCN(CC1)C1=NC=C(C(=O)O)C=C1)=O (6-(1,1-dioxo-1λ6-thiomorpholin-4-yl)-nicotinic acid). Reaction SMILES: C[O:2][C:3](=[O:18])[C:4]1[CH:9]=[CH:8][C:7]([N:10]2[CH2:15][CH2:14][S:13](=[O:17])(=[O:16])[CH2:12][CH2:11]2)=[N:6][CH:5]=1.[OH-].[K+]>CO>[O:17]=[S:13]1(=[O:16])[CH2:12][CH2:11][N:10]([C:7]2[CH:8]=[CH:9][C:4]([C:3]([OH:18])=[O:2])=[CH:5][N:6]=2)[CH2:15][CH2:14]1 |f:1.2|. Procedure: To a solution of 6-(1,1-dioxo-1λ6-thiomorpholin-4-yl)-nicotinic acid methyl ester (156 mg, 0.577 mmol) in methanol (10 mL) was added aqueous KOH (3M, 1.2 mL, 3.463 mmol) and the mixture was heated at 70° C. for 12 h. The methanol was evaporated, water was added and the mixture acidified to pH=6 with 2N HCl. The water was evaporated and the residue dried in high vacuum to give 6-(1,1-dioxo-1λ6-thiomorpholin-4-yl)-nicotinic acid which was used crude for the next step.